Task: describe an organic reaction: reactants, conditions, products, and yield. Dataset: the Open Reaction Database (ORD), a public repository of structured organic reaction records The reactants are OC(=O)C(F)(F)F.N1CC(C1)NC(CNC1=NN(C2=CC=C(C=C12)C(F)(F)F)C)=O (N-Azetidin-3-yl-2-(1-methyl-5-trifluoromethyl-1H-indazol-3-ylamino)-acetamide TFA salt), OCC1CCC(CC1)=O (4-hydroxymethyl-cyclohexanone). Yields the product OCC1CCC(CC1)N1CC(C1)NC(CNC1=NN(C2=CC=C(C=C12)C(F)(F)F)C)=O (N-[1-(4-Hydroxymethyl-cyclohexyl)-azetidin-3-yl]-2-(1-methyl-5-trifluoromethyl-1H-indazol-3-ylamino)-acetamide). RXN SMILES: OC(C(F)(F)F)=O.[NH:8]1[CH2:11][CH:10]([NH:12][C:13](=[O:30])[CH2:14][NH:15][C:16]2[C:24]3[C:19](=[CH:20][CH:21]=[C:22]([C:25]([F:28])([F:27])[F:26])[CH:23]=3)[N:18]([CH3:29])[N:17]=2)[CH2:9]1.[OH:31][CH2:32][CH:33]1[CH2:38][CH2:37][C:36](=O)[CH2:35][CH2:34]1>>[OH:31][CH2:32][CH:33]1[CH2:38][CH2:37][CH:36]([N:8]2[CH2:9][CH:10]([NH:12][C:13](=[O:30])[CH2:14][NH:15][C:16]3[C:24]4[C:19](=[CH:20][CH:21]=[C:22]([C:25]([F:27])([F:26])[F:28])[CH:23]=4)[N:18]([CH3:29])[N:17]=3)[CH2:11]2)[CH2:35][CH2:34]1 |f:0.1|. Reported procedure: The title compound was prepared as a white solid from reaction of N-azetidin-3-yl-2-(1-methyl-5-trifluoromethyl-1H-indazol-3-ylamino)-acetamide TFA salt (as prepared in Example 18, Step D) and 4-hydroxymethyl-cyclohexanone using the procedure described in Step E of Example 1. Starting materials: C1(=CC=CC=C1)P(C1=CC=CC=C1)C1=CC=CC=C1 (triphenylphosphine), ClC=1C2=C(N=CN1)NC=C2I (4-Chloro-5-iodo-7H-pyrrolo[2,3-d]pyrimidine), [Si](C1=CC=CC=C1)(C1=CC=CC=C1)(C(C)(C)C)OC[C@H]1N(C[C@@H](C1)O)C(=O)OC(C)(C)C ((2S,4R)-tert-butyl 2-((tert-butyldiphenylsilyloxy)methyl)-4-hydroxypyrrolidine-1-carboxylate), CC(C)OC(=O)/N=N/C(=O)OC(C)C (DIAD). The solvent is O (water), C(C)(=O)OCC (Ethyl acetate), C1CCOC1 (THF). Run at temperature 0 celsius, time 1 hour. The product is [Si](C1=CC=CC=C1)(C1=CC=CC=C1)(C(C)(C)C)OC[C@H]1N(C[C@H](C1)N1C=C(C2=C1N=CN=C2Cl)I)C(=O)OC(C)(C)C ((2S,4S)-tert-butyl 2-((tert-butyldiphenylsilyloxy)methyl)-4-(4-chloro-5-iodo-7H-pyrrolo[2,3-d]pyrimidin-7-yl)pyrrolidine-1-carboxylate). RXN SMILES: C1(P(C2C=CC=CC=2)C2C=CC=CC=2)C=CC=CC=1.CC(OC(/N=N/C(OC(C)C)=O)=O)C.[Cl:34][C:35]1[C:36]2[C:43]([I:44])=[CH:42][NH:41][C:37]=2[N:38]=[CH:39][N:40]=1.[Si:45]([O:62][CH2:63][C@@H:64]1[CH2:68][C@@H:67](O)[CH2:66][N:65]1[C:70]([O:72][C:73]([CH3:76])([CH3:75])[CH3:74])=[O:71])([C:58]([CH3:61])([CH3:60])[CH3:59])([C:52]1[CH:57]=[CH:56][CH:55]=[CH:54][CH:53]=1)[C:46]1[CH:51]=[CH:50][CH:49]=[CH:48][CH:47]=1>C1COCC1.O.C(OCC)(=O)C>[Si:45]([O:62][CH2:63][C@@H:64]1[CH2:68][C@H:67]([N:41]2[C:37]3[N:38]=[CH:39][N:40]=[C:35]([Cl:34])[C:36]=3[C:43]([I:44])=[CH:42]2)[CH2:66][N:65]1[C:70]([O:72][C:73]([CH3:76])([CH3:75])[CH3:74])=[O:71])([C:58]([CH3:60])([CH3:61])[CH3:59])([C:52]1[CH:57]=[CH:56][CH:55]=[CH:54][CH:53]=1)[C:46]1[CH:51]=[CH:50][CH:49]=[CH:48][CH:47]=1. Reported procedure: A solution of triphenylphosphine (443 mg) in THF (25 ml) was cooled to 0° C., and DIAD (340 μl) was added thereto dropwise. The reaction mixture was stirred at 0° C. for 1 hour. 4-Chloro-5-iodo-7H-pyrrolo[2,3-d]pyrimidine (363 mg) and the (2S,4R)-tert-butyl 2-((tert-butyldiphenylsilyloxy)methyl)-4-hydroxypyrrolidine-1-carboxylate (651.6 mg) obtained in Example 28 (Step 1) were added thereto, and stirred at room temperature overnight. Ethyl acetate and water were added to separate the organic lay... Reactants: C(C)(C)(C)NCC(COC1=C(C=CC(=C1)OC)C1=CC=C(N=N1)OC)O (6-[2-(3-t-Butylamino-2-hydroxypropoxy)-4-methoxyphenyl]-3-methoxypyridazine), Cl (hydrochloric acid), C([O-])([O-])=O.[K+].[K+] (potassium carbonate). Yields the product C(C)(C)(C)NCC(COC1=C(C=CC(=C1)OC)C=1C=CC(NN1)=O)O (6-[2-(3-t-Butylamino-2-hydroxypropoxy)-4-methoxyphenyl]-3[2H]-pyridazinone). RXN SMILES: [C:1]([NH:5][CH2:6][CH:7]([OH:26])[CH2:8][O:9][C:10]1[CH:15]=[C:14]([O:16][CH3:17])[CH:13]=[CH:12][C:11]=1[C:18]1[N:23]=[N:22][C:21]([O:24]C)=[CH:20][CH:19]=1)([CH3:4])([CH3:3])[CH3:2].Cl.C(=O)([O-])[O-].[K+].[K+]>>[C:1]([NH:5][CH2:6][CH:7]([OH:26])[CH2:8][O:9][C:10]1[CH:15]=[C:14]([O:16][CH3:17])[CH:13]=[CH:12][C:11]=1[C:18]1[CH:19]=[CH:20][C:21](=[O:24])[NH:22][N:23]=1)([CH3:4])([CH3:2])[CH3:3] |f:2.3.4|. Procedure details: 6-[2-(3-t-Butylamino-2-hydroxypropoxy)-4-methoxyphenyl]-3-methoxypyridazine was hydrolysed with hydrochloric acid in a manner similar to that described in Example 3(vi). Addition of an excess of potassium carbonate to the cooled solution afforded the title compound which was recrystallised from ethanol/ether, m.p. 159°-161° C. The reactants are C(C)OC=1C=C(C=CC1[N+](=O)[O-])N1CCN(CC1)C(C)=O (1-(4-(3-ethoxy-4-nitrophenyl)piperazin-1-yl)ethanone). Reagents/catalysts: [Pd] (Pd/C). Run in C(C)O (ethanol). Conditions: time 2 hour. Product: NC1=C(C=C(C=C1)N1CCN(CC1)C(C)=O)OCC (1-(4-(4-amino-3-ethoxyphenyl)piperazin-1-yl)ethanone). As a reaction SMILES: [CH2:1]([O:3][C:4]1[CH:5]=[C:6]([N:13]2[CH2:18][CH2:17][N:16]([C:19](=[O:21])[CH3:20])[CH2:15][CH2:14]2)[CH:7]=[CH:8][C:9]=1[N+:10]([O-])=O)[CH3:2]>C(O)C.[Pd]>[NH2:10][C:9]1[CH:8]=[CH:7][C:6]([N:13]2[CH2:18][CH2:17][N:16]([C:19](=[O:21])[CH3:20])[CH2:15][CH2:14]2)=[CH:5][C:4]=1[O:3][CH2:1][CH3:2]. Procedure details: The compound prepared in Step 2 was dissolved in ethanol, added with 10% Pd/C and stirred under hydrogen atmosphere for 2 hours. Upon completion of the reaction, the Pd/C in the reaction mixture was removed using celite and the solvent was removed under reduced pressure. The thus obtained compound was used in the subsequent reaction without further purification.